From a dataset of the Open Reaction Database (ORD), a public repository of structured organic reaction records. describe an organic reaction: reactants, conditions, products, and yield Starting materials: O=C([O-])O, Cc1[nH]c2ccccc2c1CC(=O)Cl, CCOC(C)=O, Fc1ccc(C(c2ccc(F)cc2)N2CCNCC2)cc1, [Na+], C1CCOC1, c1ccncc1. Yields the product Cc1[nH]c2ccccc2c1CC(=O)N1CCN(C(c2ccc(F)cc2)c2ccc(F)cc2)CC1. RXN SMILES: [C:42](=[O:43])([OH:44])[O-:45].[CH3:1][c:2]1[nH:3][c:4]2[cH:5][cH:6][cH:7][cH:8][c:9]2[c:10]1[CH2:11][C:12](=[O:13])[Cl:14].[CH3:52][CH2:53][O:54][C:55](=[O:56])[CH3:57].[F:15][c:16]1[cH:17][cH:18][c:19]([CH:22]([N:23]2[CH2:24][CH2:25][NH:26][CH2:27][CH2:28]2)[c:29]2[cH:30][cH:31][c:32]([F:35])[cH:33][cH:34]2)[cH:20][cH:21]1.[Na+:46].[O:47]1[CH2:48][CH2:49][CH2:50][CH2:51]1.[cH:36]1[cH:37][cH:38][n:39][cH:40][cH:41]1>>[CH3:1][c:2]1[nH:3][c:4]2[cH:5][cH:6][cH:7][cH:8][c:9]2[c:10]1[CH2:11][C:12](=[O:13])[N:26]1[CH2:25][CH2:24][N:23]([CH:22]([c:19]2[cH:18][cH:17][c:16]([F:15])[cH:21][cH:20]2)[c:29]2[cH:30][cH:31][c:32]([F:35])[cH:33][cH:34]2)[CH2:28][CH2:27]1. Reactants: C(C1=CC=CC=C1)OC1=C(C=C(C(=O)O)C=C1)CC(C)C (4-benzyloxy-3-isobutylbenzoic acid), C(C(C)C)N1CCNCC1 (1-isobutylpiperazine), C1(=CC=CC=C1)P(=O)(C1=CC=CC=C1)Cl (diphenylphosphinic chloride). Run in C(Cl)(Cl)Cl (chloroform), C(C)N(CC)CC (triethylamine). Reaction conditions: time 40 minute. The product is C(C1=CC=CC=C1)OC1=C(C=C(C(=O)N2CCN(CC2)CC(C)C)C=C1)CC(C)C (1-(4-benzyloxy-3-isobutylbenzoyl)-4-isobutylpiperazine). The yield is 100.2%. RXN SMILES: [CH2:1]([O:8][C:9]1[CH:17]=[CH:16][C:12]([C:13]([OH:15])=O)=[CH:11][C:10]=1[CH2:18][CH:19]([CH3:21])[CH3:20])[C:2]1[CH:7]=[CH:6][CH:5]=[CH:4][CH:3]=1.C1(P(Cl)(C2C=CC=CC=2)=O)C=CC=CC=1.[CH2:37]([N:41]1[CH2:46][CH2:45][NH:44][CH2:43][CH2:42]1)[CH:38]([CH3:40])[CH3:39]>C(Cl)(Cl)Cl.C(N(CC)CC)C>[CH2:1]([O:8][C:9]1[CH:17]=[CH:16][C:12]([C:13]([N:44]2[CH2:45][CH2:46][N:41]([CH2:37][CH:38]([CH3:40])[CH3:39])[CH2:42][CH2:43]2)=[O:15])=[CH:11][C:10]=1[CH2:18][CH:19]([CH3:21])[CH3:20])[C:2]1[CH:3]=[CH:4][CH:5]=[CH:6][CH:7]=1. Procedure: 4-benzyloxy-3-isobutylbenzoic acid (4.94 g) was dissolved in a mixture of chloroform (60 ml) and triethylamine (4.83 ml). To this mixture, diphenylphosphinic chloride (3.66 ml) was added while being cooled with ice. After being stirred for 40 minutes, the mixture, with 1-isobutylpiperazine (2.48 g) added thereto, was stirred for 1.5 hours at room temperature. The reaction mixture was washed with saturated aqueous sodium hydrogencarbonate solution and saturated brine successively, dried over sodi... Reactants: ClC1=NC=C(C=C1C(=O)C1=C(C(=CC=C1C=C)OC)F)Cl ((2,5-dichloropyridin-3-yl)(2-fluoro-3-methoxy-6-vinylphenyl)methanone), C(=C)[B-](F)(F)F.[K+] (potassium vinyltrifluoroborate), TEA. The reagents and catalysts are C1=CC=C(C=C1)P([C-]2C=CC=C2)C3=CC=CC=C3.C1=CC=C(C=C1)P([C-]2C=CC=C2)C3=CC=CC=C3.Cl[Pd]Cl.[Fe+2] (PdCl2(dppf)). Procedure details: To a stirred solution of (2,5-dichloropyridin-3-yl)(2-fluoro-3-methoxy-6-vinylphenyl)methanone (11.6 g, 35.6 mmol) in nPrOH (200 mL) were added potassium vinyltrifluoroborate (5.00 g, 37.3 mmol), PdCl2(dppf) (580 mg, 0.71 mmol), and TEA (4.96 mL, 35.6 mmol). The reaction mixture was purged with N2 for 10 min, heated to reflux for 3 h, cooled to room temperature, treated with water, and concentrated. The residue was extracted with EtOAc (×3). The combined organics were washed with brine, dried (N... Product: ClC=1C=C(C(=NC1)C=C)C(=O)C1=C(C(=CC=C1C=C)OC)F ((5-chloro-2-vinylpyridin-3-yl)(2-fluoro-3-methoxy-6-vinylphenyl)methanone). Run in C(CC)O (nPrOH). RXN SMILES: Cl[C:2]1[C:7]([C:8]([C:10]2[C:15]([CH:16]=[CH2:17])=[CH:14][CH:13]=[C:12]([O:18][CH3:19])[C:11]=2[F:20])=[O:9])=[CH:6][C:5]([Cl:21])=[CH:4][N:3]=1.[CH:22]([B-](F)(F)F)=[CH2:23].[K+]>C(O)CC.C1C=CC(P(C2C=CC=CC=2)[C-]2C=CC=C2)=CC=1.C1C=CC(P(C2C=CC=CC=2)[C-]2C=CC=C2)=CC=1.Cl[Pd]Cl.[Fe+2]>[Cl:21][C:5]1[CH:6]=[C:7]([C:8]([C:10]2[C:15]([CH:16]=[CH2:17])=[CH:14][CH:13]=[C:12]([O:18][CH3:19])[C:11]=2[F:20])=[O:9])[C:2]([CH:22]=[CH2:23])=[N:3][CH:4]=1 |f:1.2,4.5.6.7|.